This data is from the Open Reaction Database (ORD), a public repository of structured organic reaction records. The task is: describe an organic reaction: reactants, conditions, products, and yield Starting materials: Br, CC(=O)NCc1ccc2c(c1)CNC2, C1CCC2=NCCCN2CC1, O=C(O)c1cn(C2CC2)c2c(F)c(F)c(F)cc2c1=O, CN(C)C=O. The product is CC(=O)NCc1ccc2c(c1)CN(c1c(F)cc3c(=O)c(C(=O)O)cn(C4CC4)c3c1F)C2. Reaction SMILES: [BrH:21].[C:22]([CH3:23])(=[O:24])[NH:25][CH2:26][c:27]1[cH:28][c:29]2[c:33]([cH:34][cH:35]1)[CH2:32][NH:31][CH2:30]2.[CH2:36]1[CH2:37][CH2:38][C:39]2=[N:44][CH2:43][CH2:42][CH2:41][N:40]2[CH2:45][CH2:46]1.[CH:1]1([n:4]2[cH:5][c:6]([C:18](=[O:19])[OH:20])[c:7](=[O:17])[c:8]3[cH:9][c:10]([F:16])[c:11]([F:15])[c:12]([F:14])[c:13]23)[CH2:2][CH2:3]1.[O:47]=[CH:48][N:49]([CH3:50])[CH3:51]>>[CH:1]1([n:4]2[cH:5][c:6]([C:18](=[O:19])[OH:20])[c:7](=[O:17])[c:8]3[cH:9][c:10]([F:16])[c:11]([N:31]4[CH2:30][c:29]5[cH:28][c:27]([CH2:26][NH:25][C:22]([CH3:23])=[O:24])[cH:35][cH:34][c:33]5[CH2:32]4)[c:12]([F:14])[c:13]23)[CH2:2][CH2:3]1. Starting materials: ClC1=CC=C(C=C1)C1=CC(=CC=C1)C(=O)O (4′-chlorobiphenyl-3-carboxylic acid), CCN=C=NCCCN(C)C (EDCI), C=1C=CC2=C(C1)N=NN2O (HOBt), CN(C)C=O (DMF), CCN(C(C)C)C(C)C (DIPEA), ice. Reaction conditions: time 15 minute. Product: ClC1=CC=C(C=C1)C1=CC(=CC=C1)C(=O)NC1=C(C=CC(=C1)C(NC1CC1)=O)C (4′-Chloro-N-(5-(cyclopropylcarbamoyl)-2-methylphenyl)biphenyl-3-carboxamide). RXN SMILES: [Cl:1][C:2]1[CH:7]=[CH:6][C:5]([C:8]2[CH:13]=[CH:12][CH:11]=[C:10]([C:14]([OH:16])=O)[CH:9]=2)=[CH:4][CH:3]=1.[CH3:17][CH2:18]N=C=NCCCN(C)C.[CH:28]1[CH:29]=[CH:30][C:31]2N(O)N=[N:34][C:32]=2[CH:33]=1.[CH3:38]CN(C(C)C)C(C)C.[CH3:47][N:48]([CH:50]=[O:51])C>>[Cl:1][C:2]1[CH:3]=[CH:4][C:5]([C:8]2[CH:13]=[CH:12][CH:11]=[C:10]([C:14]([NH:34][C:32]3[CH:33]=[C:28]([C:50](=[O:51])[NH:48][CH:47]4[CH2:18][CH2:17]4)[CH:29]=[CH:30][C:31]=3[CH3:38])=[O:16])[CH:9]=2)=[CH:6][CH:7]=1. Procedure details: To a solution of 4′-chlorobiphenyl-3-carboxylic acid (40 mg, 0.17 mmol) in DMF (0.5 mL) was added EDCI (40 mg, 0.21 mmol) and HOBt (26 mg, 0.19 mmol) and the resulting solution was stirred at rt for 15 min. At this time, DIPEA (0.042 mL, 0.26 mmol) was added and the mixture was stirred at rt for ˜16 h. Crushed ice (˜2 mL volume) was added and the mixture was stirred for 2 h and the product was collected by vacuum filtration, washed with water and dried to afford 59 mg of a white solid as the tit... The reactants are C(C)(=O)N(C(C1=CC(=C(C=C1)OCCCCCCCCCC)C(C)(C)C)=O)CC1=NC=CC=C1 (N-Acetyl-4-(decyloxy)-3-(1,1-dimethylethyl)-N-(2-pyridinylmethyl)benzamide), CI (methyl iodide). Conditions: time 18 hour. The product is [I-].C(C)(=O)N(C(C1=CC(=C(C=C1)OCCCCCCCCCC)C(C)(C)C)=O)CC1=[N+](C=CC=C1)C (2-[[Acetyl[4-(decyloxy)-3-(1,1-dimethylethyl)benzoyl]amino]methyl]-1-methylpyridinium iodide). Yield: 91.4%. RXN SMILES: [C:1]([N:4]([CH2:28][C:29]1[CH:34]=[CH:33][CH:32]=[CH:31][N:30]=1)[C:5](=[O:27])[C:6]1[CH:11]=[CH:10][C:9]([O:12][CH2:13][CH2:14][CH2:15][CH2:16][CH2:17][CH2:18][CH2:19][CH2:20][CH2:21][CH3:22])=[C:8]([C:23]([CH3:26])([CH3:25])[CH3:24])[CH:7]=1)(=[O:3])[CH3:2].[CH3:35][I:36]>>[I-:36].[C:1]([N:4]([CH2:28][C:29]1[CH:34]=[CH:33][CH:32]=[CH:31][N+:30]=1[CH3:35])[C:5](=[O:27])[C:6]1[CH:11]=[CH:10][C:9]([O:12][CH2:13][CH2:14][CH2:15][CH2:16][CH2:17][CH2:18][CH2:19][CH2:20][CH2:21][CH3:22])=[C:8]([C:23]([CH3:24])([CH3:25])[CH3:26])[CH:7]=1)(=[O:3])[CH3:2] |f:2.3|. Procedure details: A mixture of 1.56 g of product from Example 133 and 23.68 g of methyl iodide is heated in a sealed tube, in the dark, at 105° C. for 18 hours. The reaction is concentrated in vacuo to give 1.86 g of the desired product as light yellow crystals. The reactants are C1(=CC=CC=C1)N(C1=CC=C(C=C1)C1=NC=C(C=C1)B1OC(C(O1)(C)C)(C)C)C1=CC=CC=C1 (N,N-diphenyl-4-(5-(4,4,5,5-tetramethyl-1,3,2-dioxaborolan-2-yl)pyridin-2-yl)aniline), O (H2O), BrC=1C=CC(=NC1)C1=NC2=C(N1C1=CC=CC=C1)C=CC=C2 (2-(5-bromopyridin-2-yl)-1-phenyl-1H-benzo[d]imidazole), C(=O)([O-])[O-].[Na+].[Na+] (Na2CO3). Reagents/catalysts: C=1C=CC(=CC1)[P](C=2C=CC=CC2)(C=3C=CC=CC3)[Pd]([P](C=4C=CC=CC4)(C=5C=CC=CC5)C=6C=CC=CC6)([P](C=7C=CC=CC7)(C=8C=CC=CC8)C=9C=CC=CC9)[P](C=1C=CC=CC1)(C=1C=CC=CC1)C=1C=CC=CC1 (tetrakis(triphenylphosphine)palladium(0)). The solvent is C1CCOC1 (THF), C(Cl)Cl.CC(=O)C (CH2Cl2 acetone), C(Cl)Cl (CH2Cl2). Yields the product C1(=CC=CC=C1)N(C1=CC=C(C=C1)C1=CC=C(C=N1)C=1C=NC(=CC1)C1=NC2=C(N1C1=CC=CC=C1)C=CC=C2)C2=CC=CC=C2 (N,N-diphenyl-4-(6′-(1-phenyl-1H-benzo[d]imidazol-2-yl)-3,3′-bipyridin-6-yl)aniline). The yield is 176.0%. Reaction SMILES: [C:1]1([N:7]([C:29]2[CH:34]=[CH:33][CH:32]=[CH:31][CH:30]=2)[C:8]2[CH:13]=[CH:12]C(C3C=CC(B4OC(C)(C)C(C)(C)O4)=CN=3)=CC=2)[CH:6]=[CH:5][CH:4]=[CH:3][CH:2]=1.Br[C:36]1[CH:37]=[CH:38][C:39]([C:42]2[N:46]([C:47]3[CH:52]=[CH:51][CH:50]=[CH:49][CH:48]=3)[C:45]3[CH:53]=[CH:54][CH:55]=[CH:56][C:44]=3[N:43]=2)=[N:40][CH:41]=1.C([O-])([O-])=O.[Na+].[Na+].O>C1C=CC([P]([Pd]([P](C2C=CC=CC=2)(C2C=CC=CC=2)C2C=CC=CC=2)([P](C2C=CC=CC=2)(C2C=CC=CC=2)C2C=CC=CC=2)[P](C2C=CC=CC=2)(C2C=CC=CC=2)C2C=CC=CC=2)(C2C=CC=CC=2)C2C=CC=CC=2)=CC=1.C(Cl)Cl.CC(C)=O.C(Cl)Cl.C1COCC1>[C:8]1([N:7]([C:29]2[CH:30]=[CH:31][CH:32]=[CH:33][CH:34]=2)[C:1]2[CH:6]=[CH:5][C:4]([C:39]3[N:40]=[CH:41][C:36]([C:36]4[CH:41]=[N:40][C:39]([C:42]5[N:46]([C:47]6[CH:52]=[CH:51][CH:50]=[CH:49][CH:48]=6)[C:45]6[CH:53]=[CH:54][CH:55]=[CH:56][C:44]=6[N:43]=5)=[CH:38][CH:37]=4)=[CH:37][CH:38]=3)=[CH:3][CH:2]=2)[CH:13]=[CH:12][CH:56]=[CH:44][CH:45]=1 |f:2.3.4,7.8,^1:67,69,88,107|. Procedure details: Following the procedure for 3, 2 (0.758 g, 1.69 mmol), 13 (0.592 g, 1.69 mmol), tetrakis(triphenylphosphine)palladium(0) (97.6 mg, 84.5 μmol), Na2CO3 (1.59 g, 15.0 mmol), H2O (15 mL) and THF (25 mL) yielded 14 (0.88 g, 88%) as a yellow solid after flash chromatography (SiO2, 100% CH2Cl2 to 9:1 CH2Cl2-acetone).